Dataset: the Open Reaction Database (ORD), a public repository of structured organic reaction records. Task: describe an organic reaction: reactants, conditions, products, and yield Starting materials: COc1ccc(C2CN(O)C3(c4ccccc4)CCCCC23)cc1OC, CO, Cl, [Zn]. Yields the product COc1ccc(C2CNC3(c4ccccc4)CCCCC23)cc1OC, Cl. RXN SMILES: [CH3:1][O:2][c:3]1[cH:4][c:5]([CH:11]2[CH2:12][N:13]([OH:26])[C:14]3([c:20]4[cH:21][cH:22][cH:23][cH:24][cH:25]4)[CH2:15][CH2:16][CH2:17][CH2:18][CH:19]23)[cH:6][cH:7][c:8]1[O:9][CH3:10].[CH3:29][OH:30].[ClH:27].[Zn:28]>>[CH3:1][O:2][c:3]1[cH:4][c:5]([CH:11]2[CH2:12][NH:13][C:14]3([c:20]4[cH:21][cH:22][cH:23][cH:24][cH:25]4)[CH2:15][CH2:16][CH2:17][CH2:18][CH:19]23)[cH:6][cH:7][c:8]1[O:9][CH3:10].[ClH:27]. The solvent is C(C)O (ethanol), C(C)O (ethanol). Starting materials: [Na+].[Cl-] (NaCl), BrC=1C(=NC(=NC1)NC1=CC=C(C=C1)S(=O)(=NC(=O)OCC)C)O[C@@H]([C@@H](C)O)C ((RS)-S-[4-({5-bromo-4-[(1R,2R)-2-hydroxy-1-methylpropoxy]pyrimidin-2-yl}amino)phenyl]-N-(ethoxycarbonyl)-S-methyl sulfoximide), solution, CC[O-].[Na+] (NaOEt). Procedure: 28 mg (0.056 mmol) of (RS)-S-[4-({5-bromo-4-[(1R,2R)-2-hydroxy-1-methylpropoxy]pyrimidin-2-yl}amino)phenyl]-N-(ethoxycarbonyl)-S-methyl sulfoximide in 0.11 ml of ethanol is mixed with 0.32 ml (0.113 mmol) of a 0.35 molar solution of NaOEt in ethanol and stirred under reflux for 6 hours. The batch is stirred overnight at room temperature, and then added to a saturated NaCl solution. It is extracted with ethyl acetate, and the combined organic phases are dried (Na2SO4), filtered and concentrated b... RXN SMILES: [Br:1][C:2]1[C:3]([O:24][C@H:25]([CH3:29])[C@H](O)C)=[N:4][C:5]([NH:8][C:9]2[CH:14]=[CH:13][C:12]([S:15]([CH3:23])(=[N:17]C(OCC)=O)=[O:16])=[CH:11][CH:10]=2)=[N:6][CH:7]=1.[CH3:30]C[O-].[Na+].[Na+].[Cl-]>C(O)C>[Br:1][C:2]1[C:3]([O:24][CH2:25][CH3:29])=[N:4][C:5]([NH:8][C:9]2[CH:14]=[CH:13][C:12]([S:15]([CH2:23][CH3:30])(=[NH:17])=[O:16])=[CH:11][CH:10]=2)=[N:6][CH:7]=1 |f:1.2,3.4|. The product is BrC=1C(=NC(=NC1)NC1=CC=C(C=C1)S(=O)(=N)CC)OCC ((RS)-S-{4-[(5-bromo-4-ethoxypyrimidin-2-yl)amino]phenyl}-S-ethyl sulfoximide).